This data is from the Open Reaction Database (ORD), a public repository of structured organic reaction records. The task is: describe an organic reaction: reactants, conditions, products, and yield Starting materials: CCOC(=O)C(CCCCl)P(=O)(OCC)OCC, C1CCOC1, COc1cc(C=O)ccc1-n1cnc(C)c1, CCO, CCOC(C)=O, [Li+], [OH-], O, O. Product: CCOC(=O)C(=Cc1ccc(-n2cnc(C)c2)c(OC)c1)CCCCl. Reaction SMILES: [CH2:17]([CH3:18])[O:19][C:20]([CH:21]([CH2:22][CH2:23][CH2:24][Cl:25])[P:26]([O:27][CH2:28][CH3:29])([O:30][CH2:31][CH3:32])=[O:33])=[O:34].[CH2:39]1[O:40][CH2:41][CH2:42][CH2:43]1.[CH3:1][O:2][c:3]1[cH:4][c:5]([CH:6]=[O:7])[cH:8][cH:9][c:10]1-[n:11]1[cH:12][n:13][c:14]([CH3:16])[cH:15]1.[CH3:44][CH2:45][OH:46].[CH3:47][CH2:48][O:49][C:50](=[O:51])[CH3:52].[Li+:37].[OH-:36].[OH2:35].[OH2:38]>>[CH3:1][O:2][c:3]1[cH:4][c:5]([CH:6]=[C:21]([C:20]([O:19][CH2:17][CH3:18])=[O:34])[CH2:22][CH2:23][CH2:24][Cl:25])[cH:8][cH:9][c:10]1-[n:11]1[cH:12][n:13][c:14]([CH3:16])[cH:15]1. Starting materials: CCCCO, Cc1nc(NN)nnc1-c1ccc(Cl)cc1, ICSC1=NCCN1. The product is Cc1nc(NNC2=NCCN2)nnc1-c1ccc(Cl)cc1. Reaction SMILES: [CH2:25]([OH:26])[CH2:27][CH2:28][CH3:29].[Cl:1][c:2]1[cH:3][cH:4][c:5](-[c:8]2[c:9]([CH3:16])[n:10][c:11]([NH:14][NH2:15])[n:12][n:13]2)[cH:6][cH:7]1.[I:17][CH2:18][S:19][C:20]1=[N:24][CH2:23][CH2:22][NH:21]1>>[Cl:1][c:2]1[cH:3][cH:4][c:5](-[c:8]2[c:9]([CH3:16])[n:10][c:11]([NH:14][NH:15][C:20]3=[N:21][CH2:22][CH2:23][NH:24]3)[n:12][n:13]2)[cH:6][cH:7]1. Reactants: [Cl-].[NH4+] (ammonium chloride), COC=1C=C(C=CC1C1=CN=C(O1)C)C1=NN=C2N1CCCC2C(=O)OCC (ethyl 3-[3-methoxy-4-(2-methyl-1,3-oxazol-5-yl)phenyl]-5,6,7,8-tetrahydro[1,2,4]triazolo[4,3-a]pyridine-8-carboxylate), CN(C)C=O (DMF), [H-].[Na+] (sodium hydride), [H-].[Na+] (Sodium hydride), BrCC1=CC(=C(C=C1)F)F (4-(bromomethyl)-1,2-difluorobenzene). Conditions: time 1 hour. Product: FC=1C=C(COC2(C=3N(CCC2)C(=NN3)C3=CC(=C(C=C3)C3=CN=C(O3)C)OC)C(=O)OCC)C=CC1F (ethyl 8-[(3,4-difluorobenzyl)oxy]-3-[3-methoxy-4-(2-methyl-1,3-oxazol-5-yl)phenyl]-5,6,7,8-tetrahydro[1,2,4]triazolo[4,3-a]pyridine-8-carboxylate). As a reaction SMILES: [CH3:1][O:2][C:3]1[CH:4]=[C:5]([C:15]2[N:19]3[CH2:20][CH2:21][CH2:22][CH:23]([C:24]([O:26][CH2:27][CH3:28])=[O:25])[C:18]3=[N:17][N:16]=2)[CH:6]=[CH:7][C:8]=1[C:9]1[O:13][C:12]([CH3:14])=[N:11][CH:10]=1.[H-].[Na+].Br[CH2:32][C:33]1[CH:38]=[CH:37][C:36]([F:39])=[C:35]([F:40])[CH:34]=1.[Cl-].[NH4+].CN(C=[O:47])C>>[F:40][C:35]1[CH:34]=[C:33]([CH:38]=[CH:37][C:36]=1[F:39])[CH2:32][O:47][C:23]1([C:24]([O:26][CH2:27][CH3:28])=[O:25])[CH2:22][CH2:21][CH2:20][N:19]2[C:15]([C:5]3[CH:6]=[CH:7][C:8]([C:9]4[O:13][C:12]([CH3:14])=[N:11][CH:10]=4)=[C:3]([O:2][CH3:1])[CH:4]=3)=[N:16][N:17]=[C:18]12 |f:1.2,4.5|. Procedure: To a mixture of ethyl 3-[3-methoxy-4-(2-methyl-1,3-oxazol-5-yl)phenyl]-5,6,7,8-tetrahydro[1,2,4]triazolo[4,3-a]pyridine-8-carboxylate (1000 mg) in DMF (15 ml) was added sodium hydride (60%, 115 mg), and the mixture was stirred at room temperature for 1 hr in the air. Sodium hydride (60%, 115 mg) and 4-(bromomethyl)-1,2-difluorobenzene (812 mg) were added, and the mixture was stirred at room temperature for 1 hr. Saturated aqueous ammonium chloride was added to the reaction mixture, and the mixtu... The reactants are C(C)(=O)OCC (ethyl acetate), OCCNS(=O)(=O)C1=CC=C(C=C1)OC (N-(2-hydroxyethyl)-4-methoxybenzenesulfonamide), C([O-])([O-])=O.[K+].[K+] (potassium carbonate), C(C1=CC=CC=C1)Br (benzyl bromide). Solvent: O (water), CN(C)C=O (DMF). Conditions: time 24 hour. Product: OCCN(S(=O)(=O)C1=CC=C(C=C1)OC)CC1=CC=CC=C1 (N-(hydroxyethyl)-N-(phenylmethyl)-4-methoxybenzenesulfonamide). Isolated yield 65.1%. As a reaction SMILES: [OH:1][CH2:2][CH2:3][NH:4][S:5]([C:8]1[CH:13]=[CH:12][C:11]([O:14][CH3:15])=[CH:10][CH:9]=1)(=[O:7])=[O:6].C(=O)([O-])[O-].[K+].[K+].[CH2:22](Br)[C:23]1[CH:28]=[CH:27][CH:26]=[CH:25][CH:24]=1.C(OCC)(=O)C>CN(C=O)C.O>[OH:1][CH2:2][CH2:3][N:4]([CH2:22][C:23]1[CH:28]=[CH:27][CH:26]=[CH:25][CH:24]=1)[S:5]([C:8]1[CH:13]=[CH:12][C:11]([O:14][CH3:15])=[CH:10][CH:9]=1)(=[O:7])=[O:6] |f:1.2.3|. Procedure details: Part A: To a solution of 10.04 g (43 mmol) of N-(2-hydroxyethyl)-4-methoxybenzenesulfonamide from Example 1 in 85 mL of anhydrous DMF, was added 17.8 g (128 mmol) of powdered potassium carbonate and then 8.2 g (48 mmol) of benzyl bromide. After 24 hours, ethyl acetate and water was added, the organic layer separated and washed 3×s with brine, dried with sodium sulfate, filtered and stripped to afford 14.3 g of crude product. This was recrystallized from tert-butylmethyl ether/hexane to afford 9.... Starting materials: Cc1cc(C)cc(O)c1, COC(=O)c1ccc(C(C)NC(=O)c2cc(Cl)cnc2Cl)cc1. Yields the product COC(=O)c1ccc(C(C)NC(=O)c2cc(Cl)cnc2Oc2cc(C)cc(C)c2)cc1. Reaction SMILES: [CH3:24][c:25]1[cH:26][c:27]([CH3:28])[cH:29][c:30]([OH:31])[cH:32]1.[Cl:1][c:2]1[n:3][cH:4][c:5]([Cl:23])[cH:6][c:7]1[C:8](=[O:9])[NH:10][CH:11]([CH3:12])[c:13]1[cH:14][cH:15][c:16]([C:17](=[O:18])[O:19][CH3:20])[cH:21][cH:22]1>>[c:2]1([O:31][c:30]2[cH:29][c:27]([CH3:28])[cH:26][c:25]([CH3:24])[cH:32]2)[n:3][cH:4][c:5]([Cl:23])[cH:6][c:7]1[C:8](=[O:9])[NH:10][CH:11]([CH3:12])[c:13]1[cH:14][cH:15][c:16]([C:17](=[O:18])[O:19][CH3:20])[cH:21][cH:22]1. Reactants: COC=1C=C(NC)C=CC1 (3-methoxy-N-methylaniline), ClC(C#N)C(CCCCC)=O (2-chloro-3-oxooctanenitrile). Run in C(C)O (ethanol). Yields the product COC=1C=C(N(C)C(C#N)C(CCCCC)=O)C=CC1 (2-(3-methoxy-N-methylanilino)-3-oxooctanenitrile). The yield is 65.5%. RXN SMILES: [CH3:1][O:2][C:3]1[CH:4]=[C:5]([CH:8]=[CH:9][CH:10]=1)[NH:6][CH3:7].Cl[CH:12]([C:15](=[O:21])[CH2:16][CH2:17][CH2:18][CH2:19][CH3:20])[C:13]#[N:14]>C(O)C>[CH3:1][O:2][C:3]1[CH:4]=[C:5]([CH:8]=[CH:9][CH:10]=1)[N:6]([CH:12]([C:15](=[O:21])[CH2:16][CH2:17][CH2:18][CH2:19][CH3:20])[C:13]#[N:14])[CH3:7]. Reported procedure: A solution of 3-methoxy-N-methylaniline (9.8 g) and 2-chloro-3-oxooctanenitrile (6.2 g) in ethanol (25 mL) was heated at reflux for 17 hours then the solvent was removed under reduced pressure. The residue was dissolved in dichloromethane (100 mL) and washed with 1N hydrochloric acid (3×50 mL). The aqueous layers were backwashed in turn with dichloromethane (50 mL) and the combined organic layers were dried (K2CO3) and evaporated. The residual oil was purified by HPLC (diethyl ether-hexane; 3:7)... Reactants: potassium tert.-butylate, C(C=C)NC(C1=C(C=CC=C1)OCC1=CC=CC=C1)=O (o-benzyloxybenzoic acid allylamide), C(=O)(Cl)Cl (phosgene), C1(=CC=CC=C1)C (toluene), O1CCCC1 (tetrahydrofuran). Reagents/catalysts: CN(C=O)C (dimethylformamide). Solvent: C1=CC=CC=C1 (benzene). Product: C(C1=CC=CC=C1)OC1=C(C=CC=C1)C=1NC=CC1 (2-(o-Benzyloxyphenyl)-pyrrole). As a reaction SMILES: [CH2:1]([NH:4][C:5](=O)[C:6]1[CH:11]=[CH:10][CH:9]=[CH:8][C:7]=1[O:12][CH2:13][C:14]1[CH:19]=[CH:18][CH:17]=[CH:16][CH:15]=1)[CH:2]=[CH2:3].C(Cl)(Cl)=O.C1(C)C=CC=CC=1.O1CCCC1>CN(C)C=O.C1C=CC=CC=1>[CH2:13]([O:12][C:7]1[CH:8]=[CH:9][CH:10]=[CH:11][C:6]=1[C:5]1[NH:4][CH:1]=[CH:2][CH:3]=1)[C:14]1[CH:19]=[CH:18][CH:17]=[CH:16][CH:15]=1. Procedure details: 2.7 g (10 millimoles) of o-benzyloxybenzoic acid allylamide in 20 ml of a 20% strength by weight solution of phosgene and toluene are stirred, in the presence of 2 drops of dimethylformamide, at room temperature overnight. The residue which remains after distilling off the toluene under reduced pressure at 40° C. bath temperature is taken up in 30 ml of tetrahydrofuran and the solution is filtered through glass wool and is introduced, in the course of 45 minutes, into an ice-cooled solution of 4... Reactants: BrC1=CC=C(C=C1)C1=C(C=C(C=C1)N(C)C)CO ((4′-bromo-4-(dimethylamino)biphenyl-2-yl)methanol). Solvent: O (water). Run at temperature 40 celsius, time 3 hour. Product: BrC1=CC=C(C=C1)C=1C(=CC(=CC1)N(C)C)C=O (4′-bromo-4-(dimethylamino)biphenyl-2-carbaldehyde). The yield is 69.9%. RXN SMILES: [Br:1][C:2]1[CH:7]=[CH:6][C:5]([C:8]2[CH:13]=[CH:12][C:11]([N:14]([CH3:16])[CH3:15])=[CH:10][C:9]=2[CH2:17][OH:18])=[CH:4][CH:3]=1>O>[Br:1][C:2]1[CH:7]=[CH:6][C:5]([C:8]2[C:9]([CH:17]=[O:18])=[CH:10][C:11]([N:14]([CH3:15])[CH3:16])=[CH:12][CH:13]=2)=[CH:4][CH:3]=1. Procedure details: IBX (3.29 g, 11.76 mmol) was added to a solution of (4′-bromo-4-(dimethylamino)biphenyl-2-yl)methanol (1.8 g, 5.88 mmol) in dmso (50 mL) and stirred at 40° C. for 3 hours. The reaction was diluted with water and extracted with diethyl ether. The ether layer was dried over MgSO4, filtered and evaporated to give the crude material. The crude product was purified on the Biotage (5-20% EtOAc:Hex) to give 4′-bromo-4-(dimethylamino)biphenyl-2-carbaldehyde (1.25 g, 4.11 mmol, 70% yield) as a yellow sol...